Dataset: the Open Reaction Database (ORD), a public repository of structured organic reaction records. Task: describe an organic reaction: reactants, conditions, products, and yield Reactants: N([C@@H](CCC(OC(C)(C)C)=O)C(=O)O)C(=O)OC(C)(C)C (Boc-Glu(OtBu)—OH), C=1C=CC2=C(C1)N=NN2O (HOBT), CC=1C=C(C=C(C1)C)N1CCNCC1 (1-(3,5-Dimethyl-phenyl)-piperazine), CCN(C(C)C)C(C)C (DIPEA). Run in C(CCl)Cl (EDC), CN(C)C=O (DMF), CN(C)C=O (DMF), CN(C)C=O (DMF). Reaction conditions: time 16 hour. Product: C(C)(C)(C)OC(CC[C@@H](C(=O)N1CCN(CC1)C1=CC(=CC(=C1)C)C)NC(=O)OC(C)(C)C)=O ((S)-4-tert-Butoxycarbonylamino-5-[4-(3,5-dimethyl-phenyl)-piperazin-1-yl]-5-oxo-pentanoic acid tert-butyl ester). Reaction SMILES: [NH:1]([C:15]([O:17][C:18]([CH3:21])([CH3:20])[CH3:19])=[O:16])[C@H:2]([C:12]([OH:14])=O)[CH2:3][CH2:4][C:5](=[O:11])[O:6][C:7]([CH3:10])([CH3:9])[CH3:8].C1C=CC2N(O)N=NC=2C=1.[CH3:32][C:33]1[CH:34]=[C:35]([N:40]2[CH2:45][CH2:44][NH:43][CH2:42][CH2:41]2)[CH:36]=[C:37]([CH3:39])[CH:38]=1.CCN(C(C)C)C(C)C>CN(C=O)C.C(Cl)CCl>[C:7]([O:6][C:5](=[O:11])[CH2:4][CH2:3][C@H:2]([NH:1][C:15]([O:17][C:18]([CH3:21])([CH3:20])[CH3:19])=[O:16])[C:12]([N:43]1[CH2:44][CH2:45][N:40]([C:35]2[CH:36]=[C:37]([CH3:39])[CH:38]=[C:33]([CH3:32])[CH:34]=2)[CH2:41][CH2:42]1)=[O:14])([CH3:8])([CH3:9])[CH3:10]. Procedure details: 75 mg of Boc-Glu(OtBu)—OH and 44 mg HOBT was dissolved in 1 ml of DMF. 52 mg of 1-(3,5-Dimethyl-phenyl)-piperazine and 97 mg of DIPEA in 1 ml of DMF was added, followed by 43 mg of EDC in 0.5 ml of DMF. The mixture was stirred for 16 h at RT (closed tube). The mixture was filtered, and the filter was washed with 20 ml ethyl acetate in two portions. The collected filtrate was washed with 20 ml of a 5% Na2CO3 solution and 20 ml of brine, dried with sodium sulfate and evaporated under reduced press... Reactants: N(C1=CC=CC=C1)C=1N(C2=CC(=NC(=C2C(C1)=O)SCC(=O)O)C)C1=CC=CC=C1 ([(2-anilino-7-methyl-4-oxo-1-phenyl-1,4-dihydro-1,6-naphthyridin-5-yl)sulfanyl]acetic acid), CCN=C=NCCCN(C)C (EDCI), C=1C=CC2=C(C1)N=NN2O (HOBT), C1(CC1)N (cyclopropylamine), TEA. The solvent is C(Cl)Cl (CH2Cl2), C(Cl)Cl (CH2Cl2). Reaction conditions: time 24 hour. Yields the product N(C1=CC=CC=C1)C=1N(C2=CC(=NC(=C2C(C1)=O)SCC(=O)NC1CC1)C)C1=CC=CC=C1 (2-[(2-anilino-7-methyl4-oxo-1-phenyl-1,4-dihydro-1,6-naphthyridin-5-yl)sulfanyl]-N-cyclopropylacetamide). The yield is 56.9%. Reaction SMILES: [NH:1]([C:8]1[N:9]([C:25]2[CH:30]=[CH:29][CH:28]=[CH:27][CH:26]=2)[C:10]2[C:15]([C:16](=[O:18])[CH:17]=1)=[C:14]([S:19][CH2:20][C:21]([OH:23])=O)[N:13]=[C:12]([CH3:24])[CH:11]=2)[C:2]1[CH:7]=[CH:6][CH:5]=[CH:4][CH:3]=1.CCN=C=N[CH2:36][CH2:37][CH2:38][N:39](C)C.C1C=CC2N(O)N=NC=2C=1.C1(N)CC1>C(Cl)Cl>[NH:1]([C:8]1[N:9]([C:25]2[CH:26]=[CH:27][CH:28]=[CH:29][CH:30]=2)[C:10]2[C:15]([C:16](=[O:18])[CH:17]=1)=[C:14]([S:19][CH2:20][C:21]([NH:39][CH:38]1[CH2:36][CH2:37]1)=[O:23])[N:13]=[C:12]([CH3:24])[CH:11]=2)[C:2]1[CH:7]=[CH:6][CH:5]=[CH:4][CH:3]=1. Procedure: To a mixture of [(2-anilino-7-methyl-4-oxo-1-phenyl-1,4-dihydro-1,6-naphthyridin-5-yl)sulfanyl]acetic acid (20 mg, 0.05 mmol), EDCI (18 mg, 0.10 mmol), HOBT (13 mg, 0.10 mmol) and cyclopropylamine (0.004 mL, 0.06 mmol) in CH2Cl2 (5 mL) was added TEA (0.02 mL, 0.14 mmol). The reaction solution was stirred at room temperature for 24 h before the mixture was diluted with CH2Cl2, washed with 0.5N HCl, saturated aqueous NaHCO3, brine and dried over Na2SO4. Solvents were removed in vacuo and the resid...